From a dataset of the Open Reaction Database (ORD), a public repository of structured organic reaction records. describe an organic reaction: reactants, conditions, products, and yield Starting materials: [BH4-], CS(C)=O, CO, ClCCl, Cl, CCOC(=O)c1cc(-c2ccc(N3CC(Cn4ccnn4)OC3=O)cc2F)on1, [Li+]. Yields the product O=C1OC(Cn2ccnn2)CN1c1ccc(-c2cc(CO)no2)c(F)c1. RXN SMILES: [BH4-:30].[CH3:33][S:34]([CH3:35])=[O:36].[CH3:40][OH:41].[Cl:37][CH2:38][Cl:39].[ClH:32].[F:1][c:2]1[c:3](-[c:20]2[cH:21][c:22]([C:25](=[O:26])[O:27][CH2:28][CH3:29])[n:23][o:24]2)[cH:4][cH:5][c:6]([N:8]2[C:9](=[O:19])[O:10][CH:11]([CH2:13][n:14]3[n:15][n:16][cH:17][cH:18]3)[CH2:12]2)[cH:7]1.[Li+:31]>>[F:1][c:2]1[c:3](-[c:20]2[cH:21][c:22]([CH2:25][OH:26])[n:23][o:24]2)[cH:4][cH:5][c:6]([N:8]2[C:9](=[O:19])[O:10][CH:11]([CH2:13][n:14]3[n:15][n:16][cH:17][cH:18]3)[CH2:12]2)[cH:7]1. Isolated yield 84.2%. The reactants are C(C)(=O)N1C(=C(C2=CC=CC=C12)CC(=O)OCC)CBr (ethyl 2-(1-acetyl-2-(bromomethyl)-1H-indol-3-yl)acetate), C(C)([O-])=S.[K+] (potassium ethanethioate). Solvent: CCOC(=O)C (EtOAc), CC(=O)C (acetone). Procedure details: To a solution of ethyl 2-(1-acetyl-2-(bromomethyl)-1H-indol-3-yl)acetate (I-4A, 640 mg, 1.9 mmol) in acetone (10 ml) was added potassium ethanethioate (1.3 g, 11.2 mmol). The solution was heated at reflux for 1 hour. The solution was cooled and then diluted with EtOAc (50 ml) and washed with NaHCO3 (aq) (2×25 ml). The organic layer was dried with Na2SO4, filtered and concentrated. The crude product was introduced to a silica gel loading column and purified by column chromatography (10-30 EtOAc/h... Yields the product C(C)(=O)N1C(=C(C2=CC=CC=C12)CC(=O)OCC)CSC(C)=O (ethyl 2-(1-acetyl-2-(acetylthiomethyl)-1H-indol-3-yl)acetate). As a reaction SMILES: [C:1]([N:4]1[C:12]2[C:7](=[CH:8][CH:9]=[CH:10][CH:11]=2)[C:6]([CH2:13][C:14]([O:16][CH2:17][CH3:18])=[O:15])=[C:5]1[CH2:19]Br)(=[O:3])[CH3:2].[C:21](=[S:24])([O-:23])[CH3:22].[K+]>CC(C)=O.CCOC(C)=O>[C:1]([N:4]1[C:12]2[C:7](=[CH:8][CH:9]=[CH:10][CH:11]=2)[C:6]([CH2:13][C:14]([O:16][CH2:17][CH3:18])=[O:15])=[C:5]1[CH2:19][S:24][C:21](=[O:23])[CH3:22])(=[O:3])[CH3:2] |f:1.2|. The reactants are C(C)(=O)O.C(C)(=O)O.I(=O)C1=CC=CC=C1 (iodosobenzene diacetate), CSC1=CC=C(C=C1)[N+](=O)[O-] (1-methylsulphanyl-4-nitrobenzene), CS(=O)(=O)N (methanesulphonamide), [O-2].[Mg+2] (magnesium oxide). The reagents and catalysts are CC(=O)[O-].CC(=O)[O-].CC(=O)[O-].CC(=O)[O-].[Rh+2].[Rh+2] (rhodium(II) acetate dimer). Run in ClCCl (dichloromethane). Run at time 24 hour. Product: [N+](=O)([O-])C1=CC=C(C=C1)S(=NS(=O)(=O)C)C ((RS)—S-(4-Nitrophenyl)-S-methyl-N-mesylsulphimide). Isolated yield 29.0%. Reaction SMILES: C(O)(=O)C.C(O)(=O)C.I(C1C=CC=CC=1)=O.[CH3:17][S:18][C:19]1[CH:24]=[CH:23][C:22]([N+:25]([O-:27])=[O:26])=[CH:21][CH:20]=1.[CH3:28][S:29]([NH2:32])(=[O:31])=[O:30].[O-2].[Mg+2]>ClCCl.CC([O-])=O.CC([O-])=O.CC([O-])=O.CC([O-])=O.[Rh+2].[Rh+2]>[N+:25]([C:22]1[CH:21]=[CH:20][C:19]([S:18]([CH3:17])=[N:32][S:29]([CH3:28])(=[O:31])=[O:30])=[CH:24][CH:23]=1)([O-:27])=[O:26] |f:0.1.2,5.6,8.9.10.11.12.13|. Reported procedure: 879 mg (2.73 mmol) of iodosobenzene diacetate are added to a suspension of 300 mg (1.77 mmol) of 1-methylsulphanyl-4-nitrobenzene, 337 mg (3.55 mmol) of methanesulphonamide, 285 mg (7.10 mmol) of magnesium oxide and 78 mg (0.18 mmol) of rhodium(II) acetate dimer in 12 ml of dichloromethane at room temperature. The mixture is stirred for 24 h and then concentrated. The resulting residue is purified by chromatography (dichloromethane/ethanol 95:5). 133 mg (0.51 mmol; yield: 29%) of the product are... Reaction SMILES: [CH2:3]([O:4][C:6]([CH3:7])=[C:8]([C:9]#[N:10])[C:11]#[N:12])[CH3:5].[CH3:1][NH2:2]>>[CH3:1][NH:2][C:6]([CH3:7])=[C:8]([C:9]#[N:10])[C:11]#[N:12]. Product: CNC(C)=C(C#N)C#N. Starting materials: CCOC(C)=C(C#N)C#N, CN. Starting materials: [NH4+].[Cl-] (NH4Cl), FC1=CC=C2C(=NNC2=C1)N1CCN(CC1)CCC(=O)OCC (ethyl 3-[4-(6-fluoro-1H-indazol-3-yl)-1-piperazinyl]propionate), C[Mg]Br (methylmagnesium bromide), solution, CCOCC (Et2O). Run in C1CCOC1 (THF). Run at time 5 hour. Yields the product Cl.FC1=CC=C2C(=NNC2=C1)N1CCN(CC1)CCC(C)(C)O (4-[4-(6-Fluoro-1H-indazol-3-yl)-1-piperazinyl]-2-hydroxy-2-methylbutane hydrochloride). Reaction SMILES: [F:1][C:2]1[CH:10]=[C:9]2[C:5]([C:6]([N:11]3[CH2:16][CH2:15][N:14]([CH2:17][CH2:18]C(OCC)=O)[CH2:13][CH2:12]3)=[N:7][NH:8]2)=[CH:4][CH:3]=1.[CH3:24][Mg]Br.[NH4+].[Cl-:28].CC[O:31][CH2:32][CH3:33]>C1COCC1>[ClH:28].[F:1][C:2]1[CH:10]=[C:9]2[C:5]([C:6]([N:11]3[CH2:12][CH2:13][N:14]([CH2:17][CH2:18][C:32]([OH:31])([CH3:33])[CH3:24])[CH2:15][CH2:16]3)=[N:7][NH:8]2)=[CH:4][CH:3]=1 |f:2.3,6.7|. Reported procedure: To a stirred solution of ethyl 3-[4-(6-fluoro-1H-indazol-3-yl)-1-piperazinyl]propionate (5.0 g, 16 mmol) in THF (120 ml) under N2 was added, dropwise, methylmagnesium bromide (15.6 ml of a 3.0M solution in Et2O; 0.047 mol). The temperature was maintained below 30° C. during the addition by using a water bath. After complete addition, the reaction was stirred at ambient temperature for 5 hours The reaction was cooled in an ice bath and saturated NH4Cl (25 ml) was added. The mixture was extracted ... Reactants: C(C)(C)(C)C1=NC(=CC(=N1)N1CCN(CC1)CCCCN1C(NC(C(=C1)C)=S)=O)C(F)(F)F (1-{4-[4-(2-tert-butyl-6-trifluoromethylpyrimidin-4-yl)piperazin-1-yl]butyl}-5-methyl-4-thioxo-3,4-dihydro-1H-pyrimidin-2-one), N1CCC1 (azetidine). Solvent: C(C)O (ethanol). Run at temperature 60 celsius, time 1 hour. The product is N1(CCC1)C1=NC(N(C=C1C)CCCCN1CCN(CC1)C1=NC(=NC(=C1)C(F)(F)F)C(C)(C)C)=O (4-Azetidin-1-yl-1-{4-[4-(2-tert-butyl-6-trifluoromethylpyrimidin-4-yl)piperazin-1-yl]butyl}-5-methyl-1H-pyrimidin-2-one). The yield is 65.7%. Reaction SMILES: [C:1]([C:5]1[N:10]=[C:9]([N:11]2[CH2:16][CH2:15][N:14]([CH2:17][CH2:18][CH2:19][CH2:20][N:21]3[CH:26]=[C:25]([CH3:27])[C:24](=S)[NH:23][C:22]3=[O:29])[CH2:13][CH2:12]2)[CH:8]=[C:7]([C:30]([F:33])([F:32])[F:31])[N:6]=1)([CH3:4])([CH3:3])[CH3:2].[NH:34]1[CH2:37][CH2:36][CH2:35]1>C(O)C>[N:34]1([C:24]2[C:25]([CH3:27])=[CH:26][N:21]([CH2:20][CH2:19][CH2:18][CH2:17][N:14]3[CH2:15][CH2:16][N:11]([C:9]4[CH:8]=[C:7]([C:30]([F:33])([F:32])[F:31])[N:6]=[C:5]([C:1]([CH3:4])([CH3:3])[CH3:2])[N:10]=4)[CH2:12][CH2:13]3)[C:22](=[O:29])[N:23]=2)[CH2:37][CH2:36][CH2:35]1. Reported procedure: A mixture of 1-{4-[4-(2-tert-butyl-6-trifluoromethylpyrimidin-4-yl)piperazin-1-yl]butyl}-5-methyl-4-thioxo-3,4-dihydro-1H-pyrimidin-2-one from Example 2 (0.24 mmol, 0.12 g) and azetidine (5.81 mmol, 0.33 g) in ethanol (1.9 ml) was stirred at 60° C. in a microwave (Milestone Ethos 1600) for 1 hour. The reaction mixture was then concentrated and the resulting residue was purified by column chromatography on silica gel (eluent: CH2Cl2/methanol 95/5), resulting in 0.08 g of the title compound. Starting materials: Cl, Cl, O=C1OC(=O)c2cc(F)c(F)cc21, NO, [Na+], [OH-], O. The product is Nc1cc(F)c(F)cc1C(=O)O. As a reaction SMILES: [ClH:19].[ClH:3].[F:6][c:7]1[cH:8][c:9]2[c:10]([cH:16][c:17]1[F:18])[C:11](=[O:12])[O:13][C:14]2=[O:15].[NH2:4][OH:5].[Na+:2].[OH-:1].[OH2:20]>>[NH2:4][c:9]1[cH:8][c:7]([F:6])[c:17]([F:18])[cH:16][c:10]1[C:11](=[O:12])[OH:13].